Dataset: the Open Reaction Database (ORD), a public repository of structured organic reaction records. Task: describe an organic reaction: reactants, conditions, products, and yield As a reaction SMILES: [CH2:42]1[O:43][CH2:44][CH2:45][CH2:46]1.[CH3:13][CH:14]1[N:15]([CH2:29][c:30]2[cH:31][cH:32][cH:33][cH:34][cH:35]2)[CH:16]2[CH:17]([C:24](=[O:25])[O:26][CH2:27][CH3:28])[CH2:18][C:19]1([CH3:23])[CH:20]([CH3:22])[CH2:21]2.[CH3:8][CH2:9][CH2:10][CH2:11][Li:12].[CH:1]([NH:2][CH:3]([CH3:4])[CH3:5])([CH3:6])[CH3:7].[Cl:36][C:37](=[O:38])[O:39][CH2:40][CH3:41]>>[CH3:13][CH:14]1[N:15]([CH2:29][c:30]2[cH:31][cH:32][cH:33][cH:34][cH:35]2)[CH:16]2[C:17]([C:24](=[O:25])[O:26][CH2:27][CH3:28])([C:37](=[O:38])[O:39][CH2:40][CH3:41])[CH2:18][C:19]1([CH3:23])[CH:20]([CH3:22])[CH2:21]2. Product: CCOC(=O)C1(C(=O)OCC)CC2(C)C(C)CC1N(Cc1ccccc1)C2C. Reactants: C1CCOC1, CCOC(=O)C1CC2(C)C(C)CC1N(Cc1ccccc1)C2C, [Li]CCCC, CC(C)NC(C)C, CCOC(=O)Cl.